Dataset: the Open Reaction Database (ORD), a public repository of structured organic reaction records. Task: describe an organic reaction: reactants, conditions, products, and yield Reactants: CC(CCC)O (2-pentanol), N1=C(Cl)N=C(Cl)N=C1Cl (cyanuric chloride), S(=O)(Cl)Cl.N1=CC=CC=C1 (thionyl chloride pyridine), Cl (hydrogen chloride), tertiary alcohols, N1=C(Cl)N=C(Cl)N=C1Cl (cyanuric chloride), alkyl chloride, alkyl chlorides, alcohols. The reagents and catalysts are [Cl-].[Zn+2].[Cl-].Cl (zinc chloride hydrogen chloride). Product: ClC(C)CCC (2-chloro-pentane), S(=O)(Cl)Cl.N1=CC=CC=C1 (thionyl chloride pyridine), N1=C(Cl)N=C(Cl)N=C1Cl (cyanuric chloride). RXN SMILES: [N:1]1[C:8]([Cl:9])=[N:7][C:5]([Cl:6])=[N:4][C:2]=1[Cl:3].[CH3:10][CH:11](O)[CH2:12][CH2:13][CH3:14].[S:16]([Cl:19])([Cl:18])=[O:17].[N:20]1[CH:25]=[CH:24][CH:23]=[CH:22][CH:21]=1.Cl>[Cl-].[Zn+2].[Cl-].Cl>[Cl:3][CH:11]([CH2:12][CH2:13][CH3:14])[CH3:10].[S:16]([Cl:19])([Cl:18])=[O:17].[N:20]1[CH:25]=[CH:24][CH:23]=[CH:22][CH:21]=1.[N:1]1[C:8]([Cl:9])=[N:7][C:5]([Cl:6])=[N:4][C:2]=1[Cl:3] |f:2.3,5.6.7.8,10.11|. Reported procedure: Methods of preparing isomerically pure alkyl chlorides are known and described in the literature. S. R. Sandler, J. Org. Chem. 35, 3967 (1970), describes the conversion of primary, secondary and tertiary alcohols into alkyl chloride compounds by reacting the alcohols with an excess of cyanuric chloride under anhydrous conditions. Furthermore, on page 3968 of the text, the reaction of 2-pentanol with cyanuric chloride, zinc chloride/hydrogen chloride, thionyl chloride/pyridine and with hydrogen c... Product: O=[N+]([O-])c1cc(C2CC2)n[nH]1. Reaction SMILES: [CH3:12][C:13]([CH3:14])=[O:15].[CH:3]1([c:6]2[n:7][nH:8][c:9]([NH2:11])[cH:10]2)[CH2:4][CH2:5]1.[Na:2].[OH2:16].[OH2:1]>>[O:1]=[N+:11]([c:9]1[nH:8][n:7][c:6]([CH:3]2[CH2:4][CH2:5]2)[cH:10]1)[O-:15]. Starting materials: CC(C)=O, Nc1cc(C2CC2)n[nH]1, [Na], O, O. Starting materials: ClC1=CC=C(C=C1)C1=C(N=CO1)CO ([5-(4-Chlorophenyl)-1,3-oxazol-4-yl]methanol), S(=O)(Cl)Cl (thionyl chloride). Run at time 12 hour. Yields the product ClCC=1N=COC1C1=CC=C(C=C1)Cl (4-(Chloromethyl)-5-(4-chlorophenyl)-1,3-oxazole). RXN SMILES: [Cl:1][C:2]1[CH:7]=[CH:6][C:5]([C:8]2[O:12][CH:11]=[N:10][C:9]=2[CH2:13]O)=[CH:4][CH:3]=1.S(Cl)([Cl:17])=O>>[Cl:17][CH2:13][C:9]1[N:10]=[CH:11][O:12][C:8]=1[C:5]1[CH:6]=[CH:7][C:2]([Cl:1])=[CH:3][CH:4]=1. Procedure: 269 mg (0.77 mmol) of the compound from Example 38A are initially charged in 0.43 ml (5.85 mmol) of thionyl chloride. The reaction mixture is stirred at RT for 12 h, and excess thionyl chloride is then removed under reduced pressure. The residue is taken up in 5 ml of ethyl acetate and washed once with 2 ml of sat. aqueous sodium bicarbonate solution. The organic phase is dried over magnesium sulfate and the solvent is removed on a rotary evaporator. The product obtained is used without further ... The product is CN1CCN(c2ccc(NC(=O)c3ccc(-c4cccc5ccccc45)c4nccnc34)cc2)CC1. Reactants: CN1CCN(c2ccc(N)cc2)CC1, O=C(O)c1ccc(-c2cccc3ccccc23)c2nccnc12. Reaction SMILES: [CH3:1][N:2]1[CH2:3][CH2:4][N:5]([c:8]2[cH:9][cH:10][c:11]([NH2:12])[cH:13][cH:14]2)[CH2:6][CH2:7]1.[c:15]1(-[c:25]2[cH:26][cH:27][c:28]([C:35](=[O:36])[OH:37])[c:29]3[n:30][cH:31][cH:32][n:33][c:34]23)[cH:16][cH:17][cH:18][c:19]2[cH:20][cH:21][cH:22][cH:23][c:24]12>>[CH3:1][N:2]1[CH2:3][CH2:4][N:5]([c:8]2[cH:9][cH:10][c:11]([NH:12][C:35]([c:28]3[cH:27][cH:26][c:25](-[c:15]4[cH:16][cH:17][cH:18][c:19]5[cH:20][cH:21][cH:22][cH:23][c:24]45)[c:34]4[c:29]3[n:30][cH:31][cH:32][n:33]4)=[O:36])[cH:13][cH:14]2)[CH2:6][CH2:7]1. The reactants are FC1(CN(CC1)C(=O)[C@H]([C@@H](C(=O)N(C)C)C1CC=C(CC1)B1OC(C(O1)(C)C)(C)C)NC(OC(C)(C)C)=O)F (tert-Butyl {(1S,2S)-1-[(3,3-difluoropyrrolidin-1-yl)carbonyl]-3-(dimethylamino)-3-oxo-2-[4-(4,4,5,5-tetramethyl-1,3,2-dioxaborolan-2-yl)cyclohex-3-en-1-yl]propyl}carbamate), C([O-])([O-])=O.[K+].[K+] (potassium carbonate), BrC=1C=CC=2N(C1)N=CN2 (6-bromo[1,2,4]triazolo[1,5-a]pyridine). The reagents and catalysts are C1=CC=C(C=C1)P([C-]2C=CC=C2)C3=CC=CC=C3.C1=CC=C(C=C1)P([C-]2C=CC=C2)C3=CC=CC=C3.Cl[Pd]Cl.[Fe+2] ([1,1′-bis(diphenylphosphino)ferrocene]dichloropalladium). Conditions: temperature 80 celsius. Yields the product C(C)(C)(C)OC(N[C@@H]([C@@H](C(=O)N(C)C)C1CC=C(CC1)C=1C=CC=2N(C1)N=CN2)C(=O)N2CC(CC2)(F)F)=O (tert-Butyl[(1S,2S)-1-[(3,3-difluoropyrrolidin-1-yl)carbonyl]-3-(dimethylamino)-3-oxo-2-(4-[1,2,4]triazolo[1,5-a]pyridin-6-ylcyclohex-3-en-1-yl)propyl]carbamate). RXN SMILES: [F:1][C:2]1([F:39])[CH2:6][CH2:5][N:4]([C:7]([C@@H:9]([NH:31][C:32](=[O:38])[O:33][C:34]([CH3:37])([CH3:36])[CH3:35])[C@H:10]([CH:16]2[CH2:21][CH2:20][C:19](B3OC(C)(C)C(C)(C)O3)=[CH:18][CH2:17]2)[C:11]([N:13]([CH3:15])[CH3:14])=[O:12])=[O:8])[CH2:3]1.C(=O)([O-])[O-].[K+].[K+].Br[C:47]1[CH:48]=[CH:49][C:50]2[N:51]([N:53]=[CH:54][N:55]=2)[CH:52]=1>C1C=CC(P(C2C=CC=CC=2)[C-]2C=CC=C2)=CC=1.C1C=CC(P(C2C=CC=CC=2)[C-]2C=CC=C2)=CC=1.Cl[Pd]Cl.[Fe+2]>[C:34]([O:33][C:32](=[O:38])[NH:31][C@H:9]([C:7]([N:4]1[CH2:5][CH2:6][C:2]([F:1])([F:39])[CH2:3]1)=[O:8])[C@H:10]([CH:16]1[CH2:21][CH2:20][C:19]([C:47]2[CH:48]=[CH:49][C:50]3[N:51]([N:53]=[CH:54][N:55]=3)[CH:52]=2)=[CH:18][CH2:17]1)[C:11]([N:13]([CH3:14])[CH3:15])=[O:12])([CH3:37])([CH3:36])[CH3:35] |f:1.2.3,5.6.7.8|. Reported procedure: The material from Step B (2.0 g, 3.6 mmol) was combined with [1,1′-bis(diphenylphosphino)ferrocene]dichloropalladium (II) (0.43 g, 0.53 mmol), potassium carbonate (1.5 g, 11 mmol), and 6-bromo[1,2,4]triazolo[1,5-a]pyridine (80% pure, 1.1 g, 4.3 mmol) and the flask was flushed with nitrogen. DMF (35 mL) was added, and the resulting mixture was heated at 80° C. for 14 h. The reaction mixture was diluted with ethyl acetate and washed with water. The aqueous layer was extracted with ethyl acetate an...